Dataset: the Open Reaction Database (ORD), a public repository of structured organic reaction records. Task: describe an organic reaction: reactants, conditions, products, and yield Starting materials: CC(C)(C)c1cc2c(c(C(C)(C)C)c1)OC(=O)C2O, Cc1ccc(C)cc1, O. Yields the product Cc1ccc(C)c(C2C(=O)Oc3c2cc(C(C)(C)C)cc3C(C)(C)C)c1. Reaction SMILES: [C:1]([CH3:2])([CH3:3])([CH3:4])[c:5]1[cH:6][c:7]([C:16]([CH3:17])([CH3:18])[CH3:19])[c:8]2[c:9]([cH:15]1)[CH:10]([OH:14])[C:11](=[O:13])[O:12]2.[CH3:20][c:21]1[cH:22][cH:23][c:24]([CH3:25])[cH:26][cH:27]1.[OH2:28]>>[C:1]([CH3:2])([CH3:3])([CH3:4])[c:5]1[cH:6][c:7]([C:16]([CH3:17])([CH3:18])[CH3:19])[c:8]2[c:9]([cH:15]1)[CH:10]([c:22]1[c:21]([CH3:20])[cH:27][cH:26][c:24]([CH3:25])[cH:23]1)[C:11](=[O:13])[O:12]2. The reactants are [OH-].[Li+] (lithium hydroxide), COC(=O)C1(CC2=CC=CC=C2C1)NC(C1=CC(=C(C=C1)O)OCCC=1C=C(C=CC1)C)=O (2-[4-Hydroxy-3-(2-m-tolyl-ethoxy)-benzoylamino]-indane-2-carboxylic acid methyl ester), BrCC(=O)N (2-bromo-acetamide). Yields the product C(=O)(O)COC1=C(C=C(C(=O)NC2(CC3=CC=CC=C3C2)C(=O)O)C=C1)OCCC=1C=C(C=CC1)C (2-[4-Carboxymethoxy-3-(2-m-tolyl-ethoxy)-benzoylamino]-indane-2-carboxylic acid), ester. RXN SMILES: C[O:2][C:3]([C:5]1([NH:14][C:15](=[O:33])[C:16]2[CH:21]=[CH:20][C:19]([OH:22])=[C:18]([O:23][CH2:24][CH2:25][C:26]3[CH:27]=[C:28]([CH3:32])[CH:29]=[CH:30][CH:31]=3)[CH:17]=2)[CH2:13][C:12]2[C:7](=[CH:8][CH:9]=[CH:10][CH:11]=2)[CH2:6]1)=[O:4].Br[CH2:35][C:36](N)=[O:37].[OH-:39].[Li+]>>[C:36]([CH2:35][O:22][C:19]1[CH:20]=[CH:21][C:16]([C:15]([NH:14][C:5]2([C:3]([OH:2])=[O:4])[CH2:13][C:12]3[C:7](=[CH:8][CH:9]=[CH:10][CH:11]=3)[CH2:6]2)=[O:33])=[CH:17][C:18]=1[O:23][CH2:24][CH2:25][C:26]1[CH:27]=[C:28]([CH3:32])[CH:29]=[CH:30][CH:31]=1)([OH:37])=[O:39] |f:2.3|. Procedure: The title compound was prepared in analogy to example 270 from the compound of step 1 of example 254 and 2-bromo-acetamide. In the final hydrolysis step, 6 equivalents of lithium hydroxide were used, resulting in the hydrolysis of the ester moiety and the acetamide moiety. Starting materials: COC(=O)[C@@H]1CN(C[C@@H](C1)N(S(=O)(=O)C1=CC=C(C=C1)C)C)C(=O)OC(C)(C)C ((3S*,5R*)-5-[methyl-(toluene-4-sulfonyl)-amino]-piperidine-1,3-dicarboxylic acid 1-tert-butyl ester 3-methyl ester), C(C)O (ethanol), [Li+].[OH-] (LiOH). Run in O (H2O). Reaction conditions: time 14 hour. The product is C(C)(C)(C)OC(=O)N1C[C@H](C[C@H](C1)N(S(=O)(=O)C1=CC=C(C=C1)C)C)C(=O)O ((3S*,5R*)-5-[methyl-(toluene-4-sulfonyl)-amino]-piperidine-1,3-dicarboxylic acid 1-tert-butyl ester). Reaction SMILES: C[O:2][C:3]([C@H:5]1[CH2:10][C@@H:9]([N:11]([CH3:22])[S:12]([C:15]2[CH:20]=[CH:19][C:18]([CH3:21])=[CH:17][CH:16]=2)(=[O:14])=[O:13])[CH2:8][N:7]([C:23]([O:25][C:26]([CH3:29])([CH3:28])[CH3:27])=[O:24])[CH2:6]1)=[O:4].C(O)C.[Li+].[OH-]>O>[C:26]([O:25][C:23]([N:7]1[CH2:8][C@H:9]([N:11]([CH3:22])[S:12]([C:15]2[CH:16]=[CH:17][C:18]([CH3:21])=[CH:19][CH:20]=2)(=[O:14])=[O:13])[CH2:10][C@H:5]([C:3]([OH:4])=[O:2])[CH2:6]1)=[O:24])([CH3:29])([CH3:27])[CH3:28] |f:2.3|. Procedure details: A mixture of this ester (160 mg, 0.375 mmol), ethanol (4 ml) and 1N LiOH solution (1.88 ml, 1.88 mmol) is stirred for 14 h at RT. The mixture is diluted with H2O and extracted with methyl tert.-butyl ether. The organic layer is discarded, the aqueous phase acidified to pH 2 with a 10% NaHSO4 solution and extracted three times with methyl tert-butyl ether. The combined organic extracts are dried (Na2SO4) and evaporated to afford the title compound. MS (LC-MS): 413.4 [M+H]+; tR (HPLC, Symmetry C18... Reactants: CN1CCCC1=O, O=[N+]([O-])c1cc(S(=O)(=O)N2CCCCC2)sc1Cl, O=C(O)C1CCNCC1, O. Yields the product O=C(O)C1CCN(c2sc(S(=O)(=O)N3CCCCC3)cc2[N+](=O)[O-])CC1. RXN SMILES: [CH3:28][N:29]1[CH2:30][CH2:31][CH2:32][C:33]1=[O:34].[Cl:1][c:2]1[c:3]([N+:16](=[O:17])[O-:18])[cH:4][c:5]([S:7](=[O:8])(=[O:9])[N:10]2[CH2:11][CH2:12][CH2:13][CH2:14][CH2:15]2)[s:6]1.[NH:19]1[CH2:20][CH2:21][CH:22]([C:25](=[O:26])[OH:27])[CH2:23][CH2:24]1.[OH2:35]>>[c:2]1([N:19]2[CH2:20][CH2:21][CH:22]([C:25](=[O:26])[OH:27])[CH2:23][CH2:24]2)[c:3]([N+:16](=[O:17])[O-:18])[cH:4][c:5]([S:7](=[O:8])(=[O:9])[N:10]2[CH2:11][CH2:12][CH2:13][CH2:14][CH2:15]2)[s:6]1. Reactants: Cl.C(C)N(C(C(=O)O)N)C(C(C)C)=O (ethyl-α -aminoisobutyrylglycinate hydrochloride), NC(C(=O)O)(C)C (α-aminoisobutyric acid), ice water, C(C)(=O)OC(C)=O (acetic anhydride). RXN SMILES: Cl.C(N(C(=O)C(C)C)C(N)[C:6](O)=[O:7])C.[NH2:15][C:16]([CH3:21])([CH3:20])[C:17]([OH:19])=[O:18].C(OC(=O)C)(=O)C>C(O)=O>[CH:6]([NH:15][C:16]([CH3:21])([CH3:20])[C:17]([OH:19])=[O:18])=[O:7] |f:0.1|. The solvent is C(=O)O (formic acid). Conditions: time 2 hour. Reported procedure: Preparation of ethyl-α -aminoisobutyrylglycinate hydrochloride: To a solution of 10.3 g (0.10 mol) of α-aminoisobutyric acid in 210 ml of 98% formic acid at 0° C, there was added dropwise with stirring 70 ml of acetic anhydride. After stirring at room temperature for 2 hr., 85 ml of ice water was added and the solution evaporated under reduced pressure to give an off-white solid. Recrystallization from absolute ethanol gave 11.2 g (0.085 mol), 85%, N-formyl-α-aminoisobutyric acid, mp 129.5° -131... The product is C(=O)NC(C(=O)O)(C)C (N-formyl-α-aminoisobutyric acid). Starting materials: OCCNN (2-Hydroxyethylhydrazine), C([O-])([O-])=O.[K+].[K+] (potassium carbonate), ClC(C#N)=C (2-chloroacrylonitrile). Solvent: O (water). Reaction conditions: time 17 hour. Yields the product NC1=NN(C=C1)CCO (3-amino-1-(2-hydroxyethyl)pyrazole). As a reaction SMILES: [OH:1][CH2:2][CH2:3][NH:4][NH2:5].C(=O)([O-])[O-].[K+].[K+].Cl[C:13](=[CH2:16])[C:14]#[N:15]>O>[NH2:15][C:14]1[CH:13]=[CH:16][N:4]([CH2:3][CH2:2][OH:1])[N:5]=1 |f:1.2.3|. Procedure details: 2-Hydroxyethylhydrazine (7.6 g.) was added slowly to a solution of potassium carbonate (13.8 g.) in water (40 ml.). The mixture was cooled to 0°, then 2-chloroacrylonitrile (8.75 g.) was added slowly with vigorous stirring. Stirring was continued for a further 17 hours and the mixture was then continuously extracted with EtOAc for 20 hours. On evaporation of the solvent, 3-amino-1-(2-hydroxyethyl)pyrazole was obtained, (7.7 g.; 60%), b.p. 170°/0.5 mm.